Dataset: the Open Reaction Database (ORD), a public repository of structured organic reaction records. Task: describe an organic reaction: reactants, conditions, products, and yield Yields the product CCCN(Cc1ccc(OCc2nc(-c3ccccc3)oc2C)cc1)c1nc(-c2ccccc2)c(CCC(=O)OC)s1. RXN SMILES: [CH3:47][N:48]([CH3:49])[CH:50]=[O:51].[Cl:1][CH2:2][c:3]1[cH:4][cH:5][c:6]([O:7][CH2:8][c:9]2[n:10][c:11](-[c:15]3[cH:16][cH:17][cH:18][cH:19][cH:20]3)[o:12][c:13]2[CH3:14])[cH:21][cH:22]1.[H-:44].[Na+:45].[OH2:46].[c:23]1(-[c:29]2[n:30][c:31]([NH:40][CH2:41][CH2:42][CH3:43])[s:32][c:33]2[CH2:34][CH2:35][C:36](=[O:37])[O:38][CH3:39])[cH:24][cH:25][cH:26][cH:27][cH:28]1>>[CH2:2]([c:3]1[cH:4][cH:5][c:6]([O:7][CH2:8][c:9]2[n:10][c:11](-[c:15]3[cH:16][cH:17][cH:18][cH:19][cH:20]3)[o:12][c:13]2[CH3:14])[cH:21][cH:22]1)[N:40]([c:31]1[n:30][c:29](-[c:23]2[cH:24][cH:25][cH:26][cH:27][cH:28]2)[c:33]([CH2:34][CH2:35][C:36](=[O:37])[O:38][CH3:39])[s:32]1)[CH2:41][CH2:42][CH3:43]. Reactants: CN(C)C=O, Cc1oc(-c2ccccc2)nc1COc1ccc(CCl)cc1, [H-], [Na+], O, CCCNc1nc(-c2ccccc2)c(CCC(=O)OC)s1. The yield is 92.0%. Run at time 48 hour. Yields the product FC1=C(C(=C(C(=C1[B-](C1=C(C(=C(C(=C1F)F)F)F)F)(C1=C(C(=C(C(=C1F)F)F)F)F)C1=C(C(=C(C(=C1F)F)F)F)F)F)F)F)F.C(CCCCCCC)OC1=CC=C(C=C1)[I+]C1=CC=CC=C1 ((4-octyloxyphenyl)-phenyliodonium tetrakis(pentafluorophenyl)borate). Procedure details: 5 g (or 0.0086 mol) of (4-octyloxyphenyl)phenyliodonium tosylate were dissolved in 350 ml of acetone in a 500 ml Erlenmeyer flask equipped with a magnetic stirrer bar. While light was excluded, 3.4 g (or 0.0103 mol) of lithium tetrakis(pentafluorophenyl)borate in solution in 50 ml of acetone were added. The mixture was stirred for 48 hours and was then filtered to remove the lithium p-toluenesulfonate formed. The acetone was evaporated under reduced pressure and 7.98 g (or a yield of 92%) of ((4... As a reaction SMILES: S(C1C=CC(C)=CC=1)([O-])(=O)=O.[CH2:12]([O:20][C:21]1[CH:26]=[CH:25][C:24]([I+:27][C:28]2[CH:33]=[CH:32][CH:31]=[CH:30][CH:29]=2)=[CH:23][CH:22]=1)[CH2:13][CH2:14][CH2:15][CH2:16][CH2:17][CH2:18][CH3:19].[F:34][C:35]1[C:40]([B-:41]([C:64]2[C:69]([F:70])=[C:68]([F:71])[C:67]([F:72])=[C:66]([F:73])[C:65]=2[F:74])([C:53]2[C:58]([F:59])=[C:57]([F:60])[C:56]([F:61])=[C:55]([F:62])[C:54]=2[F:63])[C:42]2[C:47]([F:48])=[C:46]([F:49])[C:45]([F:50])=[C:44]([F:51])[C:43]=2[F:52])=[C:39]([F:75])[C:38]([F:76])=[C:37]([F:77])[C:36]=1[F:78].[Li+]>CC(C)=O>[F:70][C:69]1[C:64]([B-:41]([C:42]2[C:47]([F:48])=[C:46]([F:49])[C:45]([F:50])=[C:44]([F:51])[C:43]=2[F:52])([C:40]2[C:39]([F:75])=[C:38]([F:76])[C:37]([F:77])=[C:36]([F:78])[C:35]=2[F:34])[C:53]2[C:54]([F:63])=[C:55]([F:62])[C:56]([F:61])=[C:57]([F:60])[C:58]=2[F:59])=[C:65]([F:74])[C:66]([F:73])=[C:67]([F:72])[C:68]=1[F:71].[CH2:12]([O:20][C:21]1[CH:22]=[CH:23][C:24]([I+:27][C:28]2[CH:33]=[CH:32][CH:31]=[CH:30][CH:29]=2)=[CH:25][CH:26]=1)[CH2:13][CH2:14][CH2:15][CH2:16][CH2:17][CH2:18][CH3:19] |f:0.1,2.3,5.6|. Starting materials: S(=O)(=O)([O-])C1=CC=C(C)C=C1.C(CCCCCCC)OC1=CC=C(C=C1)[I+]C1=CC=CC=C1 ((4-octyloxyphenyl)phenyliodonium tosylate), FC1=C(C(=C(C(=C1[B-](C1=C(C(=C(C(=C1F)F)F)F)F)(C1=C(C(=C(C(=C1F)F)F)F)F)C1=C(C(=C(C(=C1F)F)F)F)F)F)F)F)F.[Li+] (lithium tetrakis(pentafluorophenyl)borate). Solvent: CC(=O)C (acetone), CC(=O)C (acetone).